Dataset: the Open Reaction Database (ORD), a public repository of structured organic reaction records. Task: describe an organic reaction: reactants, conditions, products, and yield Procedure details: To a solution of intermediate A 3-(bromomethyl)-N-[(1R)-1-(4-fluorophenyl)ethyl]-5-[methyl(methylsulfonyl)amino]benzamide (50 mg, 0.11 mmol) in 1 mL CH2Cl2 cooled to 0° C. was added intermediate m tert-butyl 2-hydroxy-1-(hydroxymethyl)-1-(thien-3-ylmethyl)ethylcarbamate (81 mg, 0.28 mmol), silver triflate (72 mg, 0.28 mmol) and 2,6-ditert-butylpyridine (76 μL, 0.34 mmol). The reaction mixture was stirred at 0° C. for 40 min and purified by flash chromatography (20 g silica, 30→80% EtOAc/hexanes)... The product is NC(COCC=1C=C(C(=O)N[C@H](C)C2=CC=C(C=C2)F)C=C(C1)N(S(=O)(=O)C)C)(CO)CC1=CSC=C1 (3-{[2-amino-3-hydroxy-2-(thien-3-ylmethyl)propoxy]methyl}-N-[(1R)-1-(4-fluorophenyl)ethyl]-5-[methyl(methylsulfonyl)amino]benzamide), C(=O)(C(F)(F)F)O (TFA). The reagents and catalysts are [O-]S(=O)(=O)C(F)(F)F.[Ag+] (silver triflate). Run at temperature 0 celsius, time 40 minute. Run in C(Cl)Cl (CH2Cl2), C(Cl)Cl (CH2Cl2). Starting materials: intermediate A, BrCC=1C=C(C(=O)N[C@H](C)C2=CC=C(C=C2)F)C=C(C1)N(S(=O)(=O)C)C (3-(bromomethyl)-N-[(1R)-1-(4-fluorophenyl)ethyl]-5-[methyl(methylsulfonyl)amino]benzamide), C(=O)(C(F)(F)F)O (TFA), intermediate m, OCC(CC1=CSC=C1)(CO)NC(OC(C)(C)C)=O (tert-butyl 2-hydroxy-1-(hydroxymethyl)-1-(thien-3-ylmethyl)ethylcarbamate), C(C)(C)(C)C1=NC(=CC=C1)C(C)(C)C (2,6-ditert-butylpyridine), C(C)(C)(C)C1=NC(=CC=C1)C(C)(C)C (2,6-ditert-butylpyridine). RXN SMILES: Br[CH2:2][C:3]1[CH:4]=[C:5]([CH:18]=[C:19]([N:21]([CH3:26])[S:22]([CH3:25])(=[O:24])=[O:23])[CH:20]=1)[C:6]([NH:8][C@@H:9]([C:11]1[CH:16]=[CH:15][C:14]([F:17])=[CH:13][CH:12]=1)[CH3:10])=[O:7].[OH:27][CH2:28][C:29]([NH:38]C(=O)OC(C)(C)C)([CH2:36][OH:37])[CH2:30][C:31]1[CH:35]=[CH:34][S:33][CH:32]=1.C(C1C=CC=C(C(C)(C)C)N=1)(C)(C)C.[C:60]([OH:66])([C:62]([F:65])([F:64])[F:63])=[O:61]>C(Cl)Cl.[O-]S(C(F)(F)F)(=O)=O.[Ag+]>[NH2:38][C:29]([CH2:30][C:31]1[CH:35]=[CH:34][S:33][CH:32]=1)([CH2:28][OH:27])[CH2:36][O:37][CH2:2][C:3]1[CH:4]=[C:5]([CH:18]=[C:19]([N:21]([CH3:26])[S:22]([CH3:25])(=[O:24])=[O:23])[CH:20]=1)[C:6]([NH:8][C@@H:9]([C:11]1[CH:16]=[CH:15][C:14]([F:17])=[CH:13][CH:12]=1)[CH3:10])=[O:7].[C:60]([OH:66])([C:62]([F:65])([F:64])[F:63])=[O:61] |f:5.6|. The reactants are CC(C)CCCC(NC(=O)OC(C)(C)C)c1nc(-c2cccc(Br)c2)c[nH]1, CCOC(C)=O, Cl. Product: CC(C)CCCC(N)c1nc(-c2cccc(Br)c2)c[nH]1. As a reaction SMILES: [Br:1][c:2]1[cH:3][c:4](-[c:8]2[n:9][c:10]([CH:13]([CH2:14][CH2:15][CH2:16][CH:17]([CH3:18])[CH3:19])[NH:20][C:21](=[O:22])[O:23][C:24]([CH3:25])([CH3:26])[CH3:27])[nH:11][cH:12]2)[cH:5][cH:6][cH:7]1.[CH3:28][CH2:29][O:30][C:31](=[O:32])[CH3:33].[ClH:34]>>[Br:1][c:2]1[cH:3][c:4](-[c:8]2[n:9][c:10]([CH:13]([CH2:14][CH2:15][CH2:16][CH:17]([CH3:18])[CH3:19])[NH2:20])[nH:11][cH:12]2)[cH:5][cH:6][cH:7]1. Reactants: [N+](=O)([O-])C1=C(C=NC2=CC=C(C=C2)C(F)(F)F)C=CC=C1 (N-(2-nitrobenzylidene)-4-(trifluoromethyl)aniline), B(F)(F)F.CCOCC (Borontrifluoride etherate), C=C(C)C (isobutene). Solvent: C(C)#N (acetonitrile). Reaction conditions: temperature 90 celsius, time 8 hour. The product is CC1(CC(NC2=CC=C(C=C12)C(F)(F)F)C1=C(C=CC=C1)[N+](=O)[O-])C (4,4-dimethyl-2-(2-nitrophenyl)-6-(trifluoromethyl)-1,2,3,4-tetrahydroquinoline). Yield: 80.0%. Reaction SMILES: [N+:1]([C:4]1[CH:21]=[CH:20][CH:19]=[CH:18][C:5]=1[CH:6]=[N:7][C:8]1[CH:13]=[CH:12][C:11]([C:14]([F:17])([F:16])[F:15])=[CH:10][CH:9]=1)([O-:3])=[O:2].B(F)(F)F.CCOCC.[CH2:31]=[C:32]([CH3:34])[CH3:33]>C(#N)C>[CH3:31][C:32]1([CH3:34])[C:9]2[C:8](=[CH:13][CH:12]=[C:11]([C:14]([F:15])([F:16])[F:17])[CH:10]=2)[NH:7][CH:6]([C:5]2[CH:18]=[CH:19][CH:20]=[CH:21][C:4]=2[N+:1]([O-:3])=[O:2])[CH2:33]1 |f:1.2|. Reported procedure: To a suspension of N-(2-nitrobenzylidene)-4-(trifluoromethyl)aniline (2.7 g, 9.18 mmol) and Borontrifluoride etherate (289 μL) in anhydrous acetonitrile was added isobutene (16 mL, pre-cooled to −78° C.) at ice-bath. After addition, the resulting mixture was stirred at 90° C. in sealed tube overnight. The solvent was removed under reduced pressure. The residue was purified by silica gel column chromatography to give 4,4-dimethyl-2-(2-nitrophenyl)-6-(trifluoromethyl)-1,2,3,4-tetrahydroquinoline (... The reactants are O=C([O-])O, CCOC(C)=O, CC(C)(C#N)c1cccc(C(=O)Cl)c1Cl, Nc1cc(O)ccc1F, [Na+], C1CCOC1, O. The product is CC(C)(C#N)c1cccc(C(=O)Nc2cc(O)ccc2F)c1Cl. As a reaction SMILES: [C:10](=[O:11])([O-:12])[OH:13].[CH3:30][CH2:31][O:32][C:33](=[O:34])[CH3:35].[Cl:15][c:16]1[c:17]([C:18](=[O:19])[Cl:20])[cH:21][cH:22][cH:23][c:24]1[C:25]([CH3:26])([CH3:27])[C:28]#[N:29].[NH2:1][c:2]1[cH:3][c:4]([OH:9])[cH:5][cH:6][c:7]1[F:8].[Na+:14].[O:36]1[CH2:37][CH2:38][CH2:39][CH2:40]1.[OH2:41]>>[NH:1]([c:2]1[cH:3][c:4]([OH:9])[cH:5][cH:6][c:7]1[F:8])[C:18]([c:17]1[c:16]([Cl:15])[c:24]([C:25]([CH3:26])([CH3:27])[C:28]#[N:29])[cH:23][cH:22][cH:21]1)=[O:19]. The reactants are Cc1c(Br)c(F)c2oc(C3CC3)nc2c1C#N, C1COCCO1, [Cl-], OB(O)c1cc(F)cc(F)c1, [K+], [K+], [K+], [NH4+], O=P([O-])([O-])[O-], c1ccc(P(c2ccccc2)(c2ccccc2)[Pd](P(c2ccccc2)(c2ccccc2)c2ccccc2)(P(c2ccccc2)(c2ccccc2)c2ccccc2)P(c2ccccc2)(c2ccccc2)c2ccccc2)cc1. Yields the product Cc1c(-c2cc(F)cc(F)c2)c(F)c2oc(C3CC3)nc2c1C#N. RXN SMILES: [Br:1][c:2]1[c:3]([F:17])[c:4]2[c:5]([n:6][c:7]([CH:9]3[CH2:10][CH2:11]3)[o:8]2)[c:12]([C:15]#[N:16])[c:13]1[CH3:14].[CH2:39]1[O:40][CH2:41][CH2:42][O:43][CH2:44]1.[Cl-:37].[F:18][c:19]1[cH:20][c:21]([B:26]([OH:27])[OH:28])[cH:22][c:23]([F:25])[cH:24]1.[K+:34].[K+:35].[K+:36].[NH4+:38].[P:29]([O-:30])([O-:31])([O-:32])=[O:33].[cH:45]1[cH:46][cH:47][c:48]([P:49]([Pd:50]([P:51]([c:52]2[cH:53][cH:54][cH:55][cH:56][cH:57]2)([c:58]2[cH:59][cH:60][cH:61][cH:62][cH:63]2)[c:64]2[cH:65][cH:66][cH:67][cH:68][cH:69]2)([P:70]([c:71]2[cH:72][cH:73][cH:74][cH:75][cH:76]2)([c:77]2[cH:78][cH:79][cH:80][cH:81][cH:82]2)[c:83]2[cH:84][cH:85][cH:86][cH:87][cH:88]2)[P:89]([c:90]2[cH:91][cH:92][cH:93][cH:94][cH:95]2)([c:96]2[cH:97][cH:98][cH:99][cH:100][cH:101]2)[c:102]2[cH:103][cH:104][cH:105][cH:106][cH:107]2)([c:108]2[cH:109][cH:110][cH:111][cH:112][cH:113]2)[c:114]2[cH:115][cH:116][cH:117][cH:118][cH:119]2)[cH:120][cH:121]1>>[c:2]1(-[c:21]2[cH:20][c:19]([F:18])[cH:24][c:23]([F:25])[cH:22]2)[c:3]([F:17])[c:4]2[c:5]([n:6][c:7]([CH:9]3[CH2:10][CH2:11]3)[o:8]2)[c:12]([C:15]#[N:16])[c:13]1[CH3:14].